From a dataset of the Open Reaction Database (ORD), a public repository of structured organic reaction records. describe an organic reaction: reactants, conditions, products, and yield Starting materials: chlorohydrin, CN(C=O)C (dimethylformamide), FC1=CC=C(CCl)C=C1 (p-Fluorobenzyl chloride), [Mg] (magnesium), N1N=NC=C1.[Na] (sodium triazole), ice ammonium chloride, [Mg] (magnesium), C(C(=O)C1=CC=CC=C1)Cl (Phenacyl chloride). Solvent: CCOCC (ether), C(C)OCC (diethyl ether). Product: N1(N=CN=C1)CC(CC1=CC=C(C=C1)F)(O)C1=CC=CC=C1 (1-(1,2,4-Triazol-1-yl)-2-phenyl-3-p-fluorophenyl-propan-2-ol). RXN SMILES: [F:1][C:2]1[CH:9]=[CH:8][C:5]([CH2:6]Cl)=[CH:4][CH:3]=1.[Mg].[CH2:11](Cl)[C:12]([C:14]1[CH:19]=[CH:18][CH:17]=[CH:16][CH:15]=1)=[O:13].N1C=[CH:24][N:23]=[N:22]1.[Na].[CH3:27][N:28](C)C=O>C(OCC)C>[N:23]1([CH2:11][C:12]([C:14]2[CH:19]=[CH:18][CH:17]=[CH:16][CH:15]=2)([OH:13])[CH2:6][C:5]2[CH:8]=[CH:9][C:2]([F:1])=[CH:3][CH:4]=2)[CH:24]=[N:28][CH:27]=[N:22]1 |f:3.4,^1:25|. Reported procedure: p-Fluorobenzyl chloride (0.1 mol) in dry deithyl ether (100 ml) was added dropwise to magnesium turnings (0.11 g atoms) and the solution stirred vigorously until refluxing occurred. When all the magnesium had reacted, the solution was refluxed for a further 1 hour and then cooled to room temperature. Phenacyl chloride (0.05 mol) in dry diethyl ether (50 ml) was added dropwise to the solution over 1 hour at such a rate as to maintain gentle reflux. The mixture was refluxed for 2 hours, cooled to ... Reactants: Cl.Cl.Cl.NC=1C(=C(C=CC1)OCC(CNCCNC1=C(C=CC=C1C)C)O)NC (3-amino-2-methylamino-1-(2-hydroxy-3-[2-(2,6-dimethylphenylamino)-ethylamino]-propoxy)-benzene trihydrochloride), C(=O)O (formic acid). The product is Cl.Cl.CN1C=NC2=C1C(=CC=C2)OCC(CNCCNC2=C(C=CC=C2C)C)O (1-(3-Methylbenzimidazol-4-yloxy)-3-[2-(2,6-dimethylphenylamino)-ethylamino]-propan-2-ol dihydrochloride). RXN SMILES: [ClH:1].Cl.Cl.[NH2:4][C:5]1[C:6]([NH:28][CH3:29])=[C:7]([O:11][CH2:12][CH:13]([OH:27])[CH2:14][NH:15][CH2:16][CH2:17][NH:18][C:19]2[C:24]([CH3:25])=[CH:23][CH:22]=[CH:21][C:20]=2[CH3:26])[CH:8]=[CH:9][CH:10]=1.[CH:30](O)=O>>[ClH:1].[ClH:1].[CH3:29][N:28]1[C:6]2[C:7]([O:11][CH2:12][CH:13]([OH:27])[CH2:14][NH:15][CH2:16][CH2:17][NH:18][C:19]3[C:24]([CH3:25])=[CH:23][CH:22]=[CH:21][C:20]=3[CH3:26])=[CH:8][CH:9]=[CH:10][C:5]=2[N:4]=[CH:30]1 |f:0.1.2.3,5.6.7|. Reported procedure: In a manner analogous to the preceding Example, by reacting 3-amino-2-methylamino-1-(2-hydroxy-3-[2-(2,6-dimethylphenylamino)-ethylamino]-propoxy)-benzene trihydrochloride with formic acid, there are obtained 2.1 g. (14% of theory) of the desired compound; m.p. 94°-96° C. (after recrystallization from ethanol/diethyl ether). The reactants are [H-].[Al+3].[Li+].[H-].[H-].[H-] (lithium aluminum hydride), ClC1=CC=2C3(C4=CC=CC=C4C(C2C=C1)C3)C(=O)N3CCC(CC3)C(=O)OCC (ethyl 1-((9RS,10RS)-2-chloro-9,10-dihydro-9,10-methanoanthracen-9-ylcarbonyl)-4-piperidine carboxylate). The solvent is O1CCCC1 (tetrahydrofuran), O1CCCC1 (tetrahydrofuran). Conditions: temperature 0 celsius, time 1 hour. Yields the product ClC1=CC=2C3(C4=CC=CC=C4C(C2C=C1)C3)CN3CCC(CC3)CO (1-((9RS,10RS)-2-Chloro-9,10-dihydro-9,10-methanoanthracen-9-ylmethyl)-4-piperidinemethanol). Isolated yield 99.2%. Reaction SMILES: [H-].[Al+3].[Li+].[H-].[H-].[H-].[Cl:7][C:8]1[CH:21]=[CH:20][C:19]2[CH:18]3[CH2:22][C:11]([C:23]([N:25]4[CH2:30][CH2:29][CH:28]([C:31](OCC)=[O:32])[CH2:27][CH2:26]4)=O)([C:12]4[C:17]3=[CH:16][CH:15]=[CH:14][CH:13]=4)[C:10]=2[CH:9]=1>O1CCCC1>[Cl:7][C:8]1[CH:21]=[CH:20][C:19]2[CH:18]3[CH2:22][C:11]([CH2:23][N:25]4[CH2:26][CH2:27][CH:28]([CH2:31][OH:32])[CH2:29][CH2:30]4)([C:12]4[C:17]3=[CH:16][CH:15]=[CH:14][CH:13]=4)[C:10]=2[CH:9]=1 |f:0.1.2.3.4.5|. Reported procedure: A suspension of lithium aluminum hydride (4.53 g, 119.5 mmol) in tetrahydrofuran (175 mL) was heated to reflux temperature and was treated dropwise with a solution of ethyl 1-((9RS,10RS)-2-chloro-9,10-dihydro-9,10-methanoanthracen-9-ylcarbonyl)-4-piperidine carboxylate (9.83 g, 23.9 mmol) in tetrahydrofuran (75 mL) at a rate sufficient to maintain reflux. Upon complete addition, the mixture was stirred for 1 h at reflux, then was cooled to 0° C. and quenched by sequential addition of water (4.5 ... The reactants are ClC1=C(O[C@H](C(=O)NC[C@@H]2[C@H]([C@@H]([C@@H](O2)N2C(=O)NC(=O)C(=C2)CC)F)O)C)C(=CC(=C1OC)Cl)Cl (1-[5-[2(S)-(2,4,6-trichloro-3-methoxyphenoxy)-propionamido]-2,5-dideoxy-2-fluoro-β-D-arabinofuranosyl]-5-ethyluracil), C(=O)(OC(C)(C)C)N[C@@H](C(C)C)C(=O)O (N-Boc-L-valine). Product: C(C)(C)(C)OC(=O)N[C@@H](C(C)C)C(=O)O[C@H]1[C@@H]([C@@H](O[C@@H]1CNC([C@H](C)OC1=C(C(=C(C=C1Cl)Cl)OC)Cl)=O)N1C(=O)NC(=O)C(=C1)CC)F (1-[3-O-[N-(tert-butoxycarbonyl)-L-valyl]-5-[2(S)-(2,4,6-trichloro-3-methoxyphenoxy)-propionamido]-2,5-dideoxy-2-fluoro-β-D-arabinofuranosyl]-5-ethyluracil). As a reaction SMILES: [Cl:1][C:2]1[C:31]([O:32][CH3:33])=[C:30]([Cl:34])[CH:29]=[C:28]([Cl:35])[C:3]=1[O:4][C@@H:5]([CH3:27])[C:6]([NH:8][CH2:9][C@H:10]1[O:14][C@@H:13]([N:15]2[CH:22]=[C:21]([CH2:23][CH3:24])[C:19](=[O:20])[NH:18][C:16]2=[O:17])[C@@H:12]([F:25])[C@@H:11]1[OH:26])=[O:7].[C:36]([NH:43][C@H:44]([C:48](O)=[O:49])[CH:45]([CH3:47])[CH3:46])([O:38][C:39]([CH3:42])([CH3:41])[CH3:40])=[O:37]>>[C:39]([O:38][C:36]([NH:43][C@H:44]([C:48]([O:26][C@@H:11]1[C@@H:10]([CH2:9][NH:8][C:6](=[O:7])[C@@H:5]([O:4][C:3]2[C:28]([Cl:35])=[CH:29][C:30]([Cl:34])=[C:31]([O:32][CH3:33])[C:2]=2[Cl:1])[CH3:27])[O:14][C@@H:13]([N:15]2[CH:22]=[C:21]([CH2:23][CH3:24])[C:19](=[O:20])[NH:18][C:16]2=[O:17])[C@H:12]1[F:25])=[O:49])[CH:45]([CH3:46])[CH3:47])=[O:37])([CH3:41])([CH3:42])[CH3:40]. Procedure details: Coupling of 1-[5-[2(S)-(2,4,6-trichloro-3-methoxyphenoxy)-propionamido]-2,5-dideoxy-2-fluoro-β-D-arabinofuranosyl]-5-ethyluracil with N-Boc-L-valine in a manner analogous to that described in Example 1(A) gave 1-[3-O-[N-(tert-butoxycarbonyl)-L-valyl]-5-[2(S)-(2,4,6-trichloro-3-methoxyphenoxy)-propionamido]-2,5-dideoxy-2-fluoro-β-D-arabinofuranosyl]-5-ethyluracil as a white solid, m.p. 147°-149° C. Reactants: compound 139, Cl.ClC=1C=CC=2N(C1)C(=C(N2)C2=CC=C(C=C2)F)CCl (6-chloro-3-(chloromethyl)-2-(4-fluorophenyl)imidazo[1,2-a]pyridine hydrochloride), ClC1=NC(=NC(=C1)C)N (4-chloro-6-methylpyrimidin-2-amine). Product: ClC1=NC(=NC(=C1)C)NCC1=C(N=C2N1C=C(C=C2)Cl)C2=CC=C(C=C2)F (4-chloro-N-((6-chloro-2-(4-fluorophenyl)imidazo[1,2-a]pyridin-3-yl)methyl)-6-methylpyrimidin-2-amine). Reaction SMILES: Cl.[Cl:2][C:3]1[CH:4]=[CH:5][C:6]2[N:7]([C:9]([CH2:19]Cl)=[C:10]([C:12]3[CH:17]=[CH:16][C:15]([F:18])=[CH:14][CH:13]=3)[N:11]=2)[CH:8]=1.[Cl:21][C:22]1[CH:27]=[C:26]([CH3:28])[N:25]=[C:24]([NH2:29])[N:23]=1>>[Cl:21][C:22]1[CH:27]=[C:26]([CH3:28])[N:25]=[C:24]([NH:29][CH2:19][C:9]2[N:7]3[CH:8]=[C:3]([Cl:2])[CH:4]=[CH:5][C:6]3=[N:11][C:10]=2[C:12]2[CH:13]=[CH:14][C:15]([F:18])=[CH:16][CH:17]=2)[N:23]=1 |f:0.1|. Procedure details: The title compound was prepared according to Method A and the experimentals described for compound 139 from 6-chloro-3-(chloromethyl)-2-(4-fluorophenyl)imidazo[1,2-a]pyridine hydrochloride and 4-chloro-6-methylpyrimidin-2-amine. m/e+ 402.0, 404.0 for C19H14C12FN5.